Task: describe an organic reaction: reactants, conditions, products, and yield. Dataset: the Open Reaction Database (ORD), a public repository of structured organic reaction records The product is CC(=O)N1CCC(CCC(=O)Cl)CC1. Starting materials: CC(=O)N1CCC(CCC(=O)O)CC1, CCOCC, O=S(Cl)Cl. RXN SMILES: [C:5]([CH3:6])(=[O:7])[N:8]1[CH2:9][CH2:10][CH:11]([CH2:14][CH2:15][C:16](=[O:17])[OH:18])[CH2:12][CH2:13]1.[CH3:19][CH2:20][O:21][CH2:22][CH3:23].[S:1]([Cl:2])([Cl:3])=[O:4]>>[Cl:3][C:16]([CH2:15][CH2:14][CH:11]1[CH2:10][CH2:9][N:8]([C:5]([CH3:6])=[O:7])[CH2:13][CH2:12]1)=[O:18]. Reactants: C(CO)NC(=O)N (monoethanolurea), O=CC(Cl)(Cl)Cl (chloral). The product is ClC(C(O)NC(=O)NCCOC(C(Cl)(Cl)Cl)O)(Cl)Cl (1-(2,2,2-trichloro-1-hydroxyethyl)-3-[2-(2,2,2-trichloro-1-hydroxyethoxy)-ethyl]urea). RXN SMILES: [CH2:1]([NH:4][C:5]([NH2:7])=[O:6])[CH2:2][OH:3].[O:8]=[CH:9][C:10]([Cl:13])([Cl:12])[Cl:11]>>[Cl:11][C:10]([Cl:13])([Cl:12])[CH:9]([NH:7][C:5]([NH:4][CH2:1][CH2:2][O:3][CH:9]([OH:8])[C:10]([Cl:13])([Cl:12])[Cl:11])=[O:6])[OH:8]. Reported procedure: 52 g (0.5 mole) of monoethanolurea was heated to 80° C.; 149.0 g (1.01 mole) of chloral was added dropwise thereto between 80°-90° C. with stirring and heated between 80°-90° C. for an additional hour. On cooling, a clear viscous liquid product was obtained that weighed 200 g. Reactants: NC1=CC=C(C(=C1CO)F)Br ((6-amino-3-bromo-2-fluorophenyl)methanol). As a reaction SMILES: [NH2:1][C:2]1[C:7]([CH2:8][OH:9])=[C:6]([F:10])[C:5]([Br:11])=[CH:4][CH:3]=1>ClCCl.[O-2].[Mn+4].[O-2]>[NH2:1][C:2]1[C:7]([CH:8]=[O:9])=[C:6]([F:10])[C:5]([Br:11])=[CH:4][CH:3]=1 |f:2.3.4|. The reagents and catalysts are [O-2].[Mn+4].[O-2] (manganese(IV) oxide). Product: NC1=CC=C(C(=C1C=O)F)Br (6-amino-3-bromo-2-fluorobenzaldehyde). Conditions: time 8 hour. Solvent: ClCCl (dichloromethane). Yield: 73.0%. Reported procedure: A suspension mixture of (6-amino-3-bromo-2-fluorophenyl)methanol (8.3 g, 37.72 mmol) and manganese(IV) oxide (19.68 g, 226.32 mmol) in dichloromethane (400 mL) was stirred at room temperature overnight. The solid was filtered off, and the filtrate was concentrated to give the title product as a light yellow solid (6.0 g, 73%), which was directly used in the next step without further purification. MS (ES+) C7H5BrFNO requires: 217, found: 218, 220 [M+H]+. Reactants: BrBr (Bromine), FC(C=1C(=NC=CC1)N)(F)F (3-(trifluoromethyl)pyridin-2-amine), O (water). Solvent: C(C)(=O)O (acetic acid). The product is BrC=1C=C(C(=NC1)N)C(F)(F)F (5-bromo-3-(trifluoromethyl)pyridin-2-amine). The yield is 74.0%. Reaction SMILES: [F:1][C:2]([F:11])([F:10])[C:3]1[C:4]([NH2:9])=[N:5][CH:6]=[CH:7][CH:8]=1.[Br:12]Br.O>C(O)(=O)C>[Br:12][C:7]1[CH:8]=[C:3]([C:2]([F:1])([F:10])[F:11])[C:4]([NH2:9])=[N:5][CH:6]=1. Reported procedure: 3-(trifluoromethyl)pyridin-2-amine (20 g, 123 mmol) was stirred in acetic acid (200 ml) at RT. Bromine (19.72 g, 123 mmol) was added drop wise with stirring. The reaction mixture was stirred for 2 h; followed by dilution with water. The product was extracted with ethyl acetate. Organic layer was washed with water, dried over sodium sulfate and concentrated to obtain the title product in 74% yield. The reactants are ClC1=CC=C2C=C(C(NC2=C1)=O)C1=CC=CC=C1 (7-chloro-1,2-dihydro-2-oxo-3-phenylquinoline), C(C)OC(CBr)=O (bromoacetic acid ethyl ester), [OH-].[K+] (potassium hydroxide), ice water, S(O)(O)(=O)=O (sulphuric acid). Reagents/catalysts: [Br-].C(CCC)[N+](CCCC)(CCCC)CCCC (tetrabutylammonium bromide). Solvent: O1CCCC1 (tetrahydrofuran). The product is C(C)OC(CN1C(C(=CC2=CC=C(C=C12)Cl)C1=CC=CC=C1)=O)=O (7-Chloro-1,2-dihydro-2-oxo-3-phenylquinol-1-yl-acetic acid ethyl ester). As a reaction SMILES: [Cl:1][C:2]1[CH:11]=[C:10]2[C:5]([CH:6]=[C:7]([C:13]3[CH:18]=[CH:17][CH:16]=[CH:15][CH:14]=3)[C:8](=[O:12])[NH:9]2)=[CH:4][CH:3]=1.[CH2:19]([O:21][C:22](=[O:25])[CH2:23]Br)[CH3:20].[OH-].[K+].S(=O)(=O)(O)O>[Br-].C([N+](CCCC)(CCCC)CCCC)CCC.O1CCCC1>[CH2:19]([O:21][C:22](=[O:25])[CH2:23][N:9]1[C:10]2[C:5](=[CH:4][CH:3]=[C:2]([Cl:1])[CH:11]=2)[CH:6]=[C:7]([C:13]2[CH:18]=[CH:17][CH:16]=[CH:15][CH:14]=2)[C:8]1=[O:12])[CH3:20] |f:2.3,5.6|. Reported procedure: 18 g of 7-chloro-1,2-dihydro-2-oxo-3-phenylquinoline, 11.7 g of bromoacetic acid ethyl ester, 2.3 g of tetrabutylammonium bromide and 5.6 g of powdered potassium hydroxide are stirred in 250 ml of tetrahydrofuran at room temperature for 16 hours. The mixture is poured into 1 l of ice-water, acidified to pH 3 to 4 with dilute sulphuric acid and extracted with methylene chloride (2×200 ml) and the organic phase is dried over sodium sulphate and concentrated. The solid brown residue is stirred with... Starting materials: C1(=CC=CC=C1)S(=O)C1=CC=CC=C1 (diphenylsulfoxide), C1=CC=CC=2OC3=CC=CC=C3C(C12)=O (xanthene-9-one), FC(S(=O)(=O)OS(=O)(=O)C(F)(F)F)(F)F (trifluoromethanesulfonic anhydride). The solvent is ClCCl (dichloromethane). Conditions: time 4 hour. Yields the product FC(S(=O)(=O)[O-])(F)F.C1(=CC=CC=C1)[S+](C1=CC=2C(C3=CC=CC=C3OC2C=C1)=O)C1=CC=CC=C1 (diphenyl(xanthene-9-one-2-yl)sulfonium trifluoromethanesulfonate). The yield is 58.0%. As a reaction SMILES: [C:1]1([S:7]([C:9]2[CH:14]=[CH:13][CH:12]=[CH:11][CH:10]=2)=O)[CH:6]=[CH:5][CH:4]=[CH:3][CH:2]=1.[CH:15]1[C:28]2[C:27](=[O:29])[C:26]3[C:21](=[CH:22][CH:23]=[CH:24][CH:25]=3)[O:20][C:19]=2[CH:18]=[CH:17][CH:16]=1.[F:30][C:31]([F:44])([F:43])[S:32]([O:35]S(C(F)(F)F)(=O)=O)(=[O:34])=[O:33]>ClCCl>[F:30][C:31]([F:44])([F:43])[S:32]([O-:35])(=[O:34])=[O:33].[C:9]1([S+:7]([C:1]2[CH:2]=[CH:3][CH:4]=[CH:5][CH:6]=2)[C:16]2[CH:17]=[CH:18][C:19]3[O:20][C:21]4[C:26](=[CH:25][CH:24]=[CH:23][CH:22]=4)[C:27](=[O:29])[C:28]=3[CH:15]=2)[CH:10]=[CH:11][CH:12]=[CH:13][CH:14]=1 |f:4.5|. Reported procedure: To 320 ml of dichloromethane were dissolved 20.2 g (0.1 mol) of diphenylsulfoxide and 19.6 g (0.1 mol) of xanthene-9-one, and 28.2 g (0.1 mol) of trifluoromethanesulfonic anhydride was added dropwise thereto at −70 to −60° C., followed by gradually warming to room temperature and reacting with stirring for 4 hours. After completion of the reaction, the obtained reaction solution was washed with water (160 ml×4 times) and concentrated under reduced pressure, followed by purifying the obtained cru... Reported procedure: Pentaerythritol[2,2-bis(hydroxymethyl)-1,3-propane diol, Penta, PE] is a white, crystalline powder with a sweet taste and is neither hygroscopic nor inflammable, density 1.399, melting point 262° C. and boiling point 276° C. (40 hPa). Pentaerythritol is highly soluble in boiling water, is poorly soluble in alcohol, and insoluble in benzene, tetrachloromethane, ether, petroleum ether. Pentaerythritol is manufactured industrially by reacting formaldehyde with acetaldehyde in an aqueous solution of... The solvent is C1=CC=CC=C1 (benzene), ClC(Cl)(Cl)Cl (tetrachloromethane), O (water), alcohol, petroleum ether, CCOCC (ether). Yields the product OCC(CO)(CO)CO (pentaerythritol), C(=O)[O-] (formate). The reactants are carbonyl, C=O (formaldehyde), [OH-].[Na+] (NaOH), C=O (formaldehyde), Ca(OH)2, OCC(CO)(CO)CO (Pentaerythritol), C=O (formaldehyde), carbonyl, C=O (formaldehyde), C(C)=O (acetaldehyde), OCC(CO)(CO)CO (Pentaerythritol), methylene, C(C)=O (acetaldehyde), OCC(C=O)(CO)CO (tris(hydroxymethyl)acetaldehyde), OCC(CO)(CO)CO (Pentaerythritol), C(C)=O (acetaldehyde). As a reaction SMILES: [OH:1][CH2:2][C:3]([CH2:8][OH:9])([CH2:6][OH:7])[CH2:4][OH:5].C=O.[CH:12](=[O:14])C.[OH-].[Na+].[OH:17]CC(CO)(CO)C=O>C1C=CC=CC=1.CCOCC.ClC(Cl)(Cl)Cl.O>[OH:1][CH2:2][C:3]([CH2:8][OH:9])([CH2:6][OH:7])[CH2:4][OH:5].[CH:12]([O-:14])=[O:17] |f:3.4|. The reactants are NC\1=C(C(C(=C/C1=N/C1=CC=C(C=C1)N)C)=O)Cl ((4Z)-3-amino-4-[(4-aminophenyl)imino]-2-chloro-6-methylcyclohexa-2,5-dien-1-one), S(=O)([O-])S(=O)[O-].[Na+].[Na+] (sodium hydrosulphite). Run in [OH-].[Na+] (sodium hydroxide), CO (methanol). Yields the product NC=1C(=C(C(=CC1NC1=CC=C(C=C1)N)C)O)Cl (3-amino-4-[(4-aminophenyl)amino]-2-chloro-6-methylphenol). Reaction SMILES: [NH2:1][C:2]1=[C:3]([Cl:18])[C:4](=[O:17])[C:5]([CH3:16])=[CH:6]/[C:7]/1=[N:8]/[C:9]1[CH:14]=[CH:13][C:12]([NH2:15])=[CH:11][CH:10]=1.S(S([O-])=O)([O-])=O.[Na+].[Na+]>CO.[OH-].[Na+]>[NH2:1][C:2]1[C:3]([Cl:18])=[C:4]([OH:17])[C:5]([CH3:16])=[CH:6][C:7]=1[NH:8][C:9]1[CH:10]=[CH:11][C:12]([NH2:15])=[CH:13][CH:14]=1 |f:1.2.3,5.6|. Reported procedure: 10 mg (0.04 mol) of (4Z)-3-amino-4-[(4-aminophenyl)imino]-2-chloro-6-methylcyclohexa-2,5-dien-1-one are added to a solution comprising 16 mg of sodium hydrosulphite in 500 μl of methanol and 5 μl of an aqueous sodium hydroxide solution. The reaction medium is stirred and then the solution is treated according to the usual procedure and characterized. 3-Amino-4-[(4-aminophenyl)amino]-2-chloro-6-methylphenol) (2b) is obtained.